From a dataset of the Open Reaction Database (ORD), a public repository of structured organic reaction records. describe an organic reaction: reactants, conditions, products, and yield Reactants: CC(=O)O, C=CCN(C)CCCCCCOc1ccc(C(=O)c2ccc(Br)cc2)c(O)c1, C=C[Mg+], [Cl-], O. Yields the product C=CCN(C)CCCCCCOc1ccc(C(O)(C=C)c2ccc(Br)cc2)c(O)c1. RXN SMILES: [C:34]([OH:35])(=[O:36])[CH3:37].[CH2:1]([CH:2]=[CH2:3])[N:4]([CH2:5][CH2:6][CH2:7][CH2:8][CH2:9][CH2:10][O:11][c:12]1[cH:13][c:14]([OH:27])[c:15]([C:18](=[O:19])[c:20]2[cH:21][cH:22][c:23]([Br:26])[cH:24][cH:25]2)[cH:16][cH:17]1)[CH3:28].[CH:30](=[CH2:31])[Mg+:32].[Cl-:29].[OH2:33]>>[CH2:1]([CH:2]=[CH2:3])[N:4]([CH2:5][CH2:6][CH2:7][CH2:8][CH2:9][CH2:10][O:11][c:12]1[cH:13][c:14]([OH:27])[c:15]([C:18]([OH:19])([c:20]2[cH:21][cH:22][c:23]([Br:26])[cH:24][cH:25]2)[CH:30]=[CH2:31])[cH:16][cH:17]1)[CH3:28]. Starting materials: COc1ccc(CSC2CC(C(=O)O)N(C(=O)OC(C)(C)C)C2)cc1, CCN=C=NCCCN(C)C, CNOC, ClCCl, Cl, Oc1cccc2[nH]nnc12. Reaction SMILES: [C:1]([CH3:2])([CH3:3])([CH3:4])[O:5][C:6](=[O:7])[N:8]1[CH:9]([C:23](=[O:24])[OH:25])[CH2:10][CH:11]([S:13][CH2:14][c:15]2[cH:16][cH:17][c:18]([O:21][CH3:22])[cH:19][cH:20]2)[CH2:12]1.[CH3:36][CH2:37][N:38]=[C:39]=[N:40][CH2:41][CH2:42][CH2:43][N:44]([CH3:45])[CH3:46].[CH3:48][NH:49][O:50][CH3:51].[Cl:52][CH2:53][Cl:54].[ClH:47].[OH:26][c:27]1[c:28]2[n:29][n:30][nH:31][c:32]2[cH:33][cH:34][cH:35]1>>[C:1]([CH3:2])([CH3:3])([CH3:4])[O:5][C:6](=[O:7])[N:8]1[CH:9]([C:23](=[O:25])[N:49]([CH3:48])[O:50][CH3:51])[CH2:10][CH:11]([S:13][CH2:14][c:15]2[cH:16][cH:17][c:18]([O:21][CH3:22])[cH:19][cH:20]2)[CH2:12]1. The product is COc1ccc(CSC2CC(C(=O)N(C)OC)N(C(=O)OC(C)(C)C)C2)cc1. The reactants are C(=O)([O-])[O-].[K+].[K+] (K2CO3), O (water), ClC=1SC(=C(N1)C)C(=O)OCC (ethyl 2-chloro-4-methyl-1,3-thiazole-5-carboxylate), C1(=CC=CC=C1)O (phenol), C(=O)([O-])[O-].[K+].[K+] (K2CO3). The solvent is CC(=O)C (acetone). Conditions: temperature 65 celsius. The product is CC=1N=C(SC1C(=O)OCC)OC1=CC=CC=C1 (Ethyl 4-methyl-2-(phenyloxy)-1,3-thiazole-5-carboxylate). Isolated yield 56.0%. As a reaction SMILES: Cl[C:2]1[S:3][C:4]([C:8]([O:10][CH2:11][CH3:12])=[O:9])=[C:5]([CH3:7])[N:6]=1.[C:13]1([OH:19])[CH:18]=[CH:17][CH:16]=[CH:15][CH:14]=1.C([O-])([O-])=O.[K+].[K+].O>CC(C)=O>[CH3:7][C:5]1[N:6]=[C:2]([O:19][C:13]2[CH:18]=[CH:17][CH:16]=[CH:15][CH:14]=2)[S:3][C:4]=1[C:8]([O:10][CH2:11][CH3:12])=[O:9] |f:2.3.4|. Procedure details: To a solution of ethyl 2-chloro-4-methyl-1,3-thiazole-5-carboxylate (X-1) (0.25 g, 1.22 mmol) and phenol (0.15 g, 1.61 mmol) in acetone (3 mL) was added K2CO3 (0.25 g, 1.81 mmol). The mixture was heated for 18 h at 65° C. Additional K2CO3 (0.25 g) was added and the mixture was continued to heat at 70° C. for 24 h. Upon cooling, water was added (10 mL). The mixture was extracted with Et2O. The combined organics were dried with MgSO4 and concentrated. The crude material was purified by chromatogra... Reactants: Br.C(C)NC([C@H]1N(CCC1)C([C@@H](N)C)=O)=O (L-alanyl-L-proline ethylamide hydrobromide), C(C)N1CCOCC1 (N-ethylmorpholine), ClC(=O)OCC (ethyl chloroformate). The solvent is O1CCCC1 (tetrahydrofuran). Reaction conditions: time 2 hour. The product is C(C)NC([C@H]1N(CCC1)C([C@@H](NC(=O)OCC)C)=O)=O (N-ethoxycarbonyl-L-alanyl-L-proline ethylamide). Isolated yield 46.7%. RXN SMILES: Br.[CH2:2]([NH:4][C:5](=[O:16])[C@@H:6]1[CH2:10][CH2:9][CH2:8][N:7]1[C:11](=[O:15])[C@H:12]([CH3:14])[NH2:13])[CH3:3].C(N1CCOCC1)C.Cl[C:26]([O:28][CH2:29][CH3:30])=[O:27]>O1CCCC1>[CH2:2]([NH:4][C:5](=[O:16])[C@@H:6]1[CH2:10][CH2:9][CH2:8][N:7]1[C:11](=[O:15])[C@H:12]([CH3:14])[NH:13][C:26]([O:28][CH2:29][CH3:30])=[O:27])[CH3:3] |f:0.1|. Procedure: 2 g (0.0066 mol) of L-alanyl-L-proline ethylamide hydrobromide were suspended in 20 ml of dry tetrahydrofuran, 1.84 ml (0.0145 mol) of N-ethylmorpholine and 0.76 ml (0.0079 mol) of ethyl chloroformate were added and the mixture was stirred at room temperature for 2 hours. The solvent was evaporated off and the residue dissolved in 100 ml of chloroform and washed successively with 2-N hydrochloric acid in brine, brine, saturated sodium bicarbonate solution and brine, dried over magnesium sulphate... Starting materials: BrCC(COC1=CC=C(C=C1)CCCCCCCC)CC(=O)[O-] ([1-bromo-3-(4-octylphenoxy)propan-2-yl]acetate), potassium tert-butylate, C(C)(C)(C)OC(=O)C1=CNC2=CC=CC=C12 (tert-butylindole-3-carboxylate). RXN SMILES: [C:1]([O:5][C:6]([C:8]1[C:16]2[C:11](=[CH:12][CH:13]=[CH:14][CH:15]=2)[NH:10][CH:9]=1)=[O:7])([CH3:4])([CH3:3])[CH3:2].BrC[CH:19]([CH2:36]C([O-])=O)[CH2:20][O:21][C:22]1[CH:27]=[CH:26][C:25]([CH2:28][CH2:29][CH2:30][CH2:31][CH2:32][CH2:33][CH2:34][CH3:35])=[CH:24][CH:23]=1>CS(C)=O.[Na+].[Cl-]>[C:1]([O:5][C:6]([C:8]1[C:16]2[C:11](=[CH:12][CH:13]=[CH:14][CH:15]=2)[N:10]([CH2:36][CH:19]([O:7][C:6](=[O:5])[CH3:8])[CH2:20][O:21][C:22]2[CH:23]=[CH:24][C:25]([CH2:28][CH2:29][CH2:30][CH2:31][CH2:32][CH2:33][CH2:34][CH3:35])=[CH:26][CH:27]=2)[CH:9]=1)=[O:7])([CH3:4])([CH3:2])[CH3:3] |f:3.4|. The product is C(C)(C)(C)OC(=O)C1=CN(C2=CC=CC=C12)CC(COC1=CC=C(C=C1)CCCCCCCC)OC(C)=O (tert-Butyl-1-[2-acetoxy-3-(4-octylphenoxy)propyl]indole-3-carboxylate). Procedure: 0.50 g (2.30 mmol) tert-butylindole-3-carboxylate is dissolved in 15 ml absolute DMSO, mixed with 0.28 g (2.50 mmol) potassium-tert-butylate and stirred at 110° C. for 15 min. A solution of 0.89 g (2.31 mmol) [1-bromo-3-(4-octylphenoxy)propan-2-yl]acetate in 15 ml absolute DMSO is added drop-wise. Following heating at 110° C. for 30 minutes and subsequent cooling, hydrolysis is carried out in saturated NaCl solution. Four extractions with diethyl ether, combination of the organic phases, concent... The solvent is CS(=O)C (DMSO), CS(=O)C (DMSO), [Na+].[Cl-] (NaCl). Conditions: temperature 110 celsius, time 15 minute. The reactants are Cc1c(-c2ccccc2)[nH]c2ccc(Br)cc12, CI, CN(C)C=O. Yields the product Cc1c(-c2ccccc2)n(C)c2ccc(Br)cc12. RXN SMILES: [Br:1][c:2]1[cH:3][c:4]2[c:5]([CH3:17])[c:6](-[c:11]3[cH:12][cH:13][cH:14][cH:15][cH:16]3)[nH:7][c:8]2[cH:9][cH:10]1.[CH3:18][I:19].[O:20]=[CH:21][N:22]([CH3:23])[CH3:24]>>[Br:1][c:2]1[cH:3][c:4]2[c:5]([CH3:17])[c:6](-[c:11]3[cH:12][cH:13][cH:14][cH:15][cH:16]3)[n:7]([CH3:18])[c:8]2[cH:9][cH:10]1. The reactants are ( 1H ), [N+](=O)([O-])C1=CC(=C(C(=O)O)C=C1)OC (4-Nitro-2-methoxybenzoic acid), [N+](=O)(O)[O-].S(O)(O)(=O)=O (Nitric acid Sulfuric acid), ( 1H ), ice water, ( 3H ). Run in CS(=O)C (DMSO). Conditions: temperature 100 celsius. Yields the product COC1=C(C(=O)O)C=CC(=C1[N+](=O)[O-])[N+](=O)[O-] (2-methoxy-3,4-dinitrobenzoic acid). As a reaction SMILES: [N+:1]([C:4]1[CH:12]=[CH:11][C:7]([C:8]([OH:10])=[O:9])=[C:6]([O:13][CH3:14])[CH:5]=1)([O-:3])=[O:2].[N+:15]([O-])([OH:17])=[O:16].S(=O)(=O)(O)O>CS(C)=O>[CH3:14][O:13][C:6]1[C:5]([N+:15]([O-:17])=[O:16])=[C:4]([N+:1]([O-:3])=[O:2])[CH:12]=[CH:11][C:7]=1[C:8]([OH:10])=[O:9] |f:1.2|. Procedure: 4-Nitro-2-methoxybenzoic acid, 3.09 g, was added to 20 mL Nitric acid:Sulfuric acid 1:1, at 0° C. After addition was complete the reaction mixture was heated at 100° C. for 30 minutes. Cooled to room temperature and poured into 200 mL ice water. The aqueous layer was extracted with ethyl acetate and washed with saturated sodium chloride, dried over anhydrous sodium sulfate and concentrated to give a yellow solid. This material was purified by chromatography on silica using ethyl acetate/hexane/m... Reactants: C1(=CC=CC=C1)S(=O)(=O)N (benzenesulfonamide), CC(C)([O-])C.[K+] (potassium tert-butoxide), C1(=CC=C(C=C1)OC(=O)C1=NNC2=CC(=C(C=C12)C1=CC=C(C=C1)OC)Cl)C (6-chloro-5-(4-methoxyphenyl)-1H-indazole-3-carboxylic acid p-tolyl ester). Run in C1CCOC1 (THF). Reaction conditions: temperature 65 celsius, time 10 minute. Product: ClC1=C(C=C2C(=NNC2=C1)C(=O)NS(=O)(=O)C1=CC=CC=C1)C1=CC=C(C=C1)OC (6-Chloro-5-(4-methoxyphenyl)-N-(phenylsulfonyl)-1H-indazole-3-carboxamide). Isolated yield 3.1%. RXN SMILES: [C:1]1([S:7]([NH2:10])(=[O:9])=[O:8])[CH:6]=[CH:5][CH:4]=[CH:3][CH:2]=1.CC(C)([O-])C.[K+].C1(C)C=CC([O:23][C:24]([C:26]2[C:34]3[C:29](=[CH:30][C:31]([Cl:43])=[C:32]([C:35]4[CH:40]=[CH:39][C:38]([O:41][CH3:42])=[CH:37][CH:36]=4)[CH:33]=3)[NH:28][N:27]=2)=O)=CC=1>C1COCC1>[Cl:43][C:31]1[CH:30]=[C:29]2[C:34]([C:26]([C:24]([NH:10][S:7]([C:1]3[CH:6]=[CH:5][CH:4]=[CH:3][CH:2]=3)(=[O:9])=[O:8])=[O:23])=[N:27][NH:28]2)=[CH:33][C:32]=1[C:35]1[CH:40]=[CH:39][C:38]([O:41][CH3:42])=[CH:37][CH:36]=1 |f:1.2|. Procedure details: A mixture of benzenesulfonamide (25.6 mg, 0.163 mmol) and potassium tert-butoxide (22.0 mg, 0.196 mmol) in THF (10 mL) was stirred for 10 minutes, and treated with 6-chloro-5-(4-methoxyphenyl)-1H-indazole-3-carboxylic acid p-tolyl ester (64 mg, 0.16 mmol). The reaction mixture was heated to 65° C. for 16 hours, cooled to room temperature and concentrated in vacuo. The residue was partitioned between water (5 mL) and EtOAc (5 mL), and the layers were separated. The organic layer was concentrated ...